This data is from the Open Reaction Database (ORD), a public repository of structured organic reaction records. The task is: describe an organic reaction: reactants, conditions, products, and yield Reactants: Ethyl polyphosphate, FC(C=1C=C(C=CC1)NC(=S)N)(F)F (3-Trifluoromethylphenyl thiourea), C(#N)C1=CC=C(C=O)C=C1 (4-cyanobenzaldehyde), CN(C(CC(C)=O)=O)C (N,N-dimethyl-3-oxobutanamide). The solvent is C1CCOC1 (THF). The product is C(#N)C1=CC=C(C=C1)C1NC(N(C(=C1C(=O)N(C)C)C)C1=CC(=CC=C1)C(F)(F)F)=S (4-(4-Cyanophenyl)-N,N,6-trimethyl-2-thioxo-1-[3-(trifluoromethyl)phenyl]-1,2,3,4-tetrahydro-5-pyrimidinecarboxamide). Reaction SMILES: [F:1][C:2]([F:14])([F:13])[C:3]1[CH:4]=[C:5]([NH:9][C:10]([NH2:12])=[S:11])[CH:6]=[CH:7][CH:8]=1.[C:15]([C:17]1[CH:24]=[CH:23][C:20]([CH:21]=O)=[CH:19][CH:18]=1)#[N:16].[CH3:25][N:26]([CH3:33])[C:27](=[O:32])[CH2:28][C:29](=O)[CH3:30]>C1COCC1>[C:15]([C:17]1[CH:24]=[CH:23][C:20]([CH:21]2[C:28]([C:27]([N:26]([CH3:33])[CH3:25])=[O:32])=[C:29]([CH3:30])[N:9]([C:5]3[CH:6]=[CH:7][CH:8]=[C:3]([C:2]([F:1])([F:13])[F:14])[CH:4]=3)[C:10](=[S:11])[NH:12]2)=[CH:19][CH:18]=1)#[N:16]. Reported procedure: 3-Trifluoromethylphenyl thiourea (200 mg, 0.91 mmol), 4-cyanobenzaldehyde (238.2 mg, 1.82 mmol) and N,N-dimethyl-3-oxobutanamide (235 mg, 1.82 mmol) are dissolved in 5 ml THF. Ethyl polyphosphate (0.30 g) is added and the reaction mixture is stirred at reflux temperature overnight. After cooling to room temperature, it is quenched with 10 ml of water and extracted with 10 ml ethyl acetate (2×). The combined organic layers are dried with sodium sulfate and the solvent is removed in vacuo. The pro... Reaction SMILES: [C:27]([BH3-:28])#[N:29].[CH2:1]([CH3:2])[c:3]1[cH:4][cH:5][c:6]([C:7](=[O:8])[NH:9][NH2:10])[cH:11][cH:12]1.[CH3:13][C:14](=[O:15])[OH:16].[CH3:17][C:18]([CH3:19])([C:20]([CH2:21][CH2:22][CH2:23][CH3:24])=[O:25])[CH3:26].[CH3:31][OH:32].[Na+:30]>>[CH2:1]([CH3:2])[c:3]1[cH:4][cH:5][c:6]([C:7](=[O:8])[NH:9][NH:10][CH:20]([C:18]([CH3:17])([CH3:19])[CH3:26])[CH2:21][CH2:22][CH2:23][CH3:24])[cH:11][cH:12]1. Starting materials: [BH3-]C#N, CCc1ccc(C(=O)NN)cc1, CC(=O)O, CCCCC(=O)C(C)(C)C, CO, [Na+]. Yields the product CCCCC(NNC(=O)c1ccc(CC)cc1)C(C)(C)C. Starting materials: BrC(C(C(=O)OC)C1=CC=C(C=C1)C(C(F)(F)F)(C(F)(F)F)O)C (methyl 3-bromo-3-methyl-{4-[2,2,2-trifluoro-1-hydroxy-1-(trifluoromethyl)ethyl]phenyl}propanoate), 1,5-diazabicyclo[3.4.0]nonene-5, O1CCCC1 (tetrahydrofuran), CCOCC (ether). Product: CC(=CC(=O)O)C1=CC=C(C=C1)C(C(F)(F)F)(C(F)(F)F)O (3-methyl-3-{4-[2,2,2-trifluoro-1-hydroxy-1-(trifluoromethyl)ethyl]phenyl}-2-propenoic acid). As a reaction SMILES: BrC(C)C([C:8]1[CH:13]=[CH:12][C:11]([C:14]([OH:23])([C:19]([F:22])([F:21])[F:20])[C:15]([F:18])([F:17])[F:16])=[CH:10][CH:9]=1)C(OC)=O.CC[O:27]CC.[O:30]1[CH2:34][CH2:33][CH2:32][CH2:31]1>>[CH3:31][C:32]([C:8]1[CH:9]=[CH:10][C:11]([C:14]([OH:23])([C:15]([F:16])([F:18])[F:17])[C:19]([F:21])([F:22])[F:20])=[CH:12][CH:13]=1)=[CH:33][C:34]([OH:30])=[O:27]. Procedure: To a solution of methyl 3-bromo-3-methyl-{4-[2,2,2-trifluoro-1-hydroxy-1-(trifluoromethyl)ethyl]phenyl}propanoate in tetrahydrofuran can be added an equivalent amount of 1,5-diazabicyclo[3.4.0]nonene-5. The resulting reaction mixture can be stirred at elevated temperature until thin layer chromatographic analysis of a reaction sample indicates the reaction to be complete. The solvent can be removed and the residual oil dissolved in ether to obtain an ether solution which can be extracted with 1N... Starting materials: OBO, COCCOC, COc1cccc(-c2cccnc2)c1, Clc1cc(Cl)nc(-c2ccccn2)n1, Cl, [Na+], [Na+], O=C([O-])[O-]. The product is COc1cccc(-c2cncc(-c3cc(Cl)nc(-c4ccccn4)n3)c2)c1. As a reaction SMILES: [BH:2]([OH:3])[OH:4].[CH3:33][O:34][CH2:35][CH2:36][O:37][CH3:38].[CH3:5][O:6][c:7]1[cH:8][c:9](-[c:13]2[cH:14][cH:15][cH:16][n:17][cH:18]2)[cH:10][cH:11][cH:12]1.[Cl:19][c:20]1[n:21][c:22](-[c:27]2[n:28][cH:29][cH:30][cH:31][cH:32]2)[n:23][c:24]([Cl:26])[cH:25]1.[ClH:1].[Na+:39].[Na+:40].[O-:41][C:42](=[O:43])[O-:44]>>[CH3:5][O:6][c:7]1[cH:8][c:9](-[c:13]2[cH:14][c:15](-[c:24]3[n:23][c:22](-[c:27]4[n:28][cH:29][cH:30][cH:31][cH:32]4)[n:21][c:20]([Cl:19])[cH:25]3)[cH:16][n:17][cH:18]2)[cH:10][cH:11][cH:12]1. Reactants: CCN1CCc2[nH]c3ccc(C)cc3c2C1, CCO, C=Cc1ccccn1, [Na], O=C([O-])C(F)(F)F. The product is CCN1CCc2c(c3cc(C)ccc3n2CCc2ccccn2)C1. Reaction SMILES: [CH2:1]([CH3:2])[N:3]1[CH2:4][c:5]2[c:6]([nH:7][c:8]3[cH:9][cH:10][c:11]([CH3:14])[cH:12][c:13]23)[CH2:15][CH2:16]1.[CH3:33][CH2:34][OH:35].[CH:17](=[CH2:18])[c:19]1[n:20][cH:21][cH:22][cH:23][cH:24]1.[Na:25].[O-:26][C:27]([C:28]([F:29])([F:30])[F:31])=[O:32]>>[CH2:1]([CH3:2])[N:3]1[CH2:4][c:5]2[c:6]([n:7]([CH2:18][CH2:17][c:19]3[n:20][cH:21][cH:22][cH:23][cH:24]3)[c:8]3[cH:9][cH:10][c:11]([CH3:14])[cH:12][c:13]23)[CH2:15][CH2:16]1. Starting materials: C([O-])([O-])=O.[Na+].[Na+] (Sodium carbonate), OB(C1=CC(=CC=C1)OC)O (dihydroxy-(3-methoxyphenyl)borane), IC=1C=C(C(=O)O)C=CC1 (3-iodobenzoic acid). The reagents and catalysts are C(C)(=O)[O-].[Pd+2].C(C)(=O)[O-] (palladium(II) acetate). The solvent is O (water). Run at time 4 hour. The product is COC=1C=C(C=CC1)C1=CC(=CC=C1)C(=O)O (3'-methoxy-3-biphenylcarboxylic acid). Isolated yield 54.3%. RXN SMILES: C(=O)([O-])[O-].[Na+].[Na+].OB(O)[C:9]1[CH:14]=[CH:13][CH:12]=[C:11]([O:15][CH3:16])[CH:10]=1.I[C:19]1[CH:20]=[C:21]([CH:25]=[CH:26][CH:27]=1)[C:22]([OH:24])=[O:23]>O.C([O-])(=O)C.[Pd+2].C([O-])(=O)C>[CH3:16][O:15][C:11]1[CH:10]=[C:9]([C:19]2[CH:27]=[CH:26][CH:25]=[C:21]([C:22]([OH:24])=[O:23])[CH:20]=2)[CH:14]=[CH:13][CH:12]=1 |f:0.1.2,6.7.8|. Procedure details: Sodium carbonate (11.13 g) was added portionwise to a stirred solution of dihydroxy-(3-methoxyphenyl)borane (5.85 g) and 3-iodobenzoic acid (8.68 g) in water (138 ml) at room temperature, and then palladium(II) acetate (78.6 mg) was added portionwise thereto at the same temperature. The resulting mixture was stirred at the same temperature for 4 hours. The reaction mixture was filtered, then the filtrate was washed twice with diethyl ether and adjusted to pH 2.0 with 6N hydrochloric acid. The pr... Reactants: S(=O)(Cl)Cl (thionyl chloride), N1CCCCC1 (piperidine), ClCCCO (3-chloropropanol), [OH-].[Na+] (NaOH). The solvent is C1(=CC=CC=C1)C (toluene). Reaction conditions: time 8 hour. The product is Cl.ClCCCN1CCCCC1 (N-(3-chloropropyl) piperidine hydrochloride). The yield is 99.7%. As a reaction SMILES: [NH:1]1[CH2:6][CH2:5][CH2:4][CH2:3][CH2:2]1.[Cl:7][CH2:8][CH2:9][CH2:10]O.[OH-].[Na+].S(Cl)(Cl)=O>C1(C)C=CC=CC=1>[ClH:7].[Cl:7][CH2:8][CH2:9][CH2:10][N:1]1[CH2:6][CH2:5][CH2:4][CH2:3][CH2:2]1 |f:2.3,6.7|. Procedure: 1.72 g (20.3 mmol) of piperidine, 2 ml (24.3 mmol) of 3-chloropropanol and 10 ml toluene were added successively into a reaction flask. The mixture was heated to the reflux temperature and reacted for 4 h. Into the reaction mixture, 5% NaOH 4 ml was added, and the mixture was refluxed for 1 h. After cooling to room temperature, the mixture was washed with 5% NaOH solution. The organic layer was washed with a saturated saline solution, then dried over anhydrous sodium sulfate and filtrated. 3 ml ... Procedure details: Lithium hydroxide (0.43 g, 18.14 mmol) was added to a solution of (4-fluorophenyl)methyl 5-bromo-2-{[(4-fluorophenyl)methyl]oxy}benzoate (may be prepared as described in Description 86) (2.62 g, 6.05 mmol) in water (5 ml) and tetrahydrofuran (20 ml). The mixture was stirred overnight and the solvent removed in vacuo. The residue was redissolved in water (30 ml) and acidified to pH=2 using 1N HCl and then extracted with ethyl acetate (3×25 ml). The combined organic layers were dried (MgSO4) and t... Product: BrC=1C=CC(=C(C(=O)O)C1)OCC1=CC=C(C=C1)F (5-Bromo-2-{[(4-fluorophenyl)methyl]oxy}benzoic acid). Run in O (water), O1CCCC1 (tetrahydrofuran). RXN SMILES: [OH-].[Li+].[Br:3][C:4]1[CH:5]=[CH:6][C:7]([O:21][CH2:22][C:23]2[CH:28]=[CH:27][C:26]([F:29])=[CH:25][CH:24]=2)=[C:8]([CH:20]=1)[C:9]([O:11]CC1C=CC(F)=CC=1)=[O:10]>O.O1CCCC1>[Br:3][C:4]1[CH:5]=[CH:6][C:7]([O:21][CH2:22][C:23]2[CH:24]=[CH:25][C:26]([F:29])=[CH:27][CH:28]=2)=[C:8]([CH:20]=1)[C:9]([OH:11])=[O:10] |f:0.1|. Conditions: time 8 hour. Reactants: [OH-].[Li+] (Lithium hydroxide), BrC=1C=CC(=C(C(=O)OCC2=CC=C(C=C2)F)C1)OCC1=CC=C(C=C1)F ((4-fluorophenyl)methyl 5-bromo-2-{[(4-fluorophenyl)methyl]oxy}benzoate). Reactants: [Cl-].CC(=CC[P+](C1=CC=CC=C1)(C1=CC=CC=C1)C1=CC=CC=C1)C=CC=C(CCC=C(C)C)C (3,7,11-trimethyldodeca-2,4,6,10-tetraen-1-yl-triphenylphosphonium chloride salt), CC(C=O)=CC=CC=C(C=O)C (2,7-dimethyl-2,4,6-octatriene-1,8-dial), CO (methanol), C([O-])([O-])=O.[K+].[K+] (potassium carbonate), C([O-])([O-])=O.[K+].[K+] (potassium carbonate). Run in O (water), C(C)(=O)OCC.CCCCCCC (ethyl acetate n-heptane). Conditions: temperature 30 celsius, time 3 hour. Yields the product CC(=CCC/C(=C/C=C/C(=C/C=C/C(=C/C=C/C=C(/C=C/C=C(/C=C/C=C(/CCC=C(C)C)\C)\C)\C)/C)/C)/C)C (lycopene). Isolated yield 203.7%. Reaction SMILES: [Cl-].[CH3:2][C:3]([CH:25]=[CH:26][CH:27]=[C:28]([CH3:35])[CH2:29][CH2:30][CH:31]=[C:32]([CH3:34])[CH3:33])=[CH:4][CH2:5][P+](C1C=CC=CC=1)(C1C=CC=CC=1)C1C=CC=CC=1.[CH3:36][C:37](=[CH:40][CH:41]=[CH:42][CH:43]=[C:44]([CH3:47])[CH:45]=O)[CH:38]=O.CO.C(=O)([O-])[O-].[K+].[K+]>O.C(OCC)(=O)C.CCCCCCC>[CH3:34][C:32]([CH3:33])=[CH:31][CH2:30][CH2:29]/[C:28](/[CH3:35])=[CH:27]/[CH:26]=[CH:25]/[C:3](/[CH3:2])=[CH:4]/[CH:5]=[CH:45]/[C:44](/[CH3:47])=[CH:43]/[CH:42]=[CH:41]/[CH:40]=[C:37](\[CH3:36])/[CH:38]=[CH:5]/[CH:4]=[C:3](\[CH3:2])/[CH:25]=[CH:26]/[CH:27]=[C:28](\[CH3:35])/[CH2:29][CH2:30][CH:31]=[C:32]([CH3:34])[CH3:33] |f:0.1,4.5.6,8.9|. Procedure details: 203.0 g of 3,7,11-trimethyldodeca-2,4,6,10-tetraen-1-yl-triphenylphosphonium chloride salt solution (purity 58.4%, E isomer/Z isomer ratio=3.4:1) and 14.4 g of 2,7-dimethyl-2,4,6-octatriene-1,8-dial were added into 55 ml of methanol. After 316 m; of an ethyl acetate/n-heptane (w/w=1:1) solvent mixture were added, the solution mixture was heated to 30° C. Then 470.0 g of a potassium carbonate solution by dissolving 170.0 g of potassium carbonate powder in 300 g of water were added dropwise. The s... The reactants are O=C1SC(C(N1)=O)CC1=CC=C(OCC(=O)NC2=C(C=C(C=C2)OC2=CC(=CC=C2)O)N(C(OC(C)(C)C)=O)C)C=C1 (t-butyl N-{2-[4-(2,4-dioxothiazolidin-5-ylmethyl)phenoxyacetylamino]-5-(3-hydroxyphenoxy)phenyl}-N-methylcarbamate), Cl.O1CCOCC1 (hydrogen chloride dioxane). Reaction conditions: time 18 hour. Product: Cl.OC=1C=C(OC=2C=CC3=C(N(C(=N3)COC3=CC=C(CC4C(NC(S4)=O)=O)C=C3)C)C2)C=CC1 (5-{4-[6-(3-Hydroxyphenoxy)-1-methyl-1H-benzimidazole-2-ylmethoxy]benzyl}thiazolidine-2,4-dione hydrochloride). As a reaction SMILES: [O:1]=[C:2]1[NH:6][C:5](=[O:7])[CH:4]([CH2:8][C:9]2[CH:42]=[CH:41][C:12]([O:13][CH2:14][C:15]([NH:17][C:18]3[CH:23]=[CH:22][C:21]([O:24][C:25]4[CH:30]=[CH:29][CH:28]=[C:27]([OH:31])[CH:26]=4)=[CH:20][C:19]=3[N:32]([CH3:40])C(=O)OC(C)(C)C)=O)=[CH:11][CH:10]=2)[S:3]1.[ClH:43].O1CCOCC1>>[ClH:43].[OH:31][C:27]1[CH:26]=[C:25]([CH:30]=[CH:29][CH:28]=1)[O:24][C:21]1[CH:22]=[CH:23][C:18]2[N:17]=[C:15]([CH2:14][O:13][C:12]3[CH:11]=[CH:10][C:9]([CH2:8][CH:4]4[S:3][C:2](=[O:1])[NH:6][C:5]4=[O:7])=[CH:42][CH:41]=3)[N:32]([CH3:40])[C:19]=2[CH:20]=1 |f:1.2,3.4|. Procedure: A mixture of t-butyl N-{2-[4-(2,4-dioxothiazolidin-5-ylmethyl)phenoxyacetylamino]-5-(3-hydroxyphenoxy)phenyl}-N-methylcarbamate (1.18 g) and 4N hydrogen chloride/dioxane (20 ml) was allowed to stand at ambient temperature for 18 hours. The solvent of the reaction mixture was evaporated to dryness. To the residue was added ethyl acetate and the mixture was irradiated by ultrasonic waves. The insoluble product was isolated by filtration and washed with ethyl acetate to give the title compound (0.8...